Dataset: the Open Reaction Database (ORD), a public repository of structured organic reaction records. Task: describe an organic reaction: reactants, conditions, products, and yield Reaction SMILES: [BH3:1].[CH3:2][C:3]([CH3:4])([CH3:5])[O:6][C:7]([NH:8][CH2:9][CH2:10][C:11](=[O:12])[c:13]1[cH:14][o:15][cH:16][cH:17]1)=[O:18].[O:19]1[CH2:20][CH2:21][CH2:22][CH2:23]1>>[CH3:2][C:3]([CH3:4])([CH3:5])[O:6][C:7]([NH:8][CH2:9][CH2:10][CH:11]([OH:12])[c:13]1[cH:14][o:15][cH:16][cH:17]1)=[O:18]. Reactants: B, CC(C)(C)OC(=O)NCCC(=O)c1ccoc1, C1CCOC1. Product: CC(C)(C)OC(=O)NCCC(O)c1ccoc1. Starting materials: BrC1=C2C=CN(C2=CC=C1)S(=O)(=O)C1=CC=CC=C1 (4-Bromo-1-(phenylsulfonyl)-1H-indole), C(C1=CC=CC=C1)OC=1C(=C2C=CNC2=CC1)Br (5-(benzyloxy)-4-bromo-1H-indole). Yields the product BrC1=C2C=CN(C2=CC=C1OCC1=CC=CC=C1)S(=O)(=O)C1=CC=CC=C1 (4-Bromo-5-(benzyloxy)-1-(phenylsulfonyl)-1H-indole). Reaction SMILES: [Br:1][C:2]1[CH:10]=[CH:9][CH:8]=[C:7]2[C:3]=1[CH:4]=[CH:5][N:6]2[S:11]([C:14]1[CH:19]=[CH:18][CH:17]=[CH:16][CH:15]=1)(=[O:13])=[O:12].[CH2:20]([O:27]C1C(Br)=C2C(=CC=1)NC=C2)[C:21]1[CH:26]=[CH:25][CH:24]=[CH:23][CH:22]=1>>[Br:1][C:2]1[C:10]([O:27][CH2:20][C:21]2[CH:26]=[CH:25][CH:24]=[CH:23][CH:22]=2)=[CH:9][CH:8]=[C:7]2[C:3]=1[CH:4]=[CH:5][N:6]2[S:11]([C:14]1[CH:15]=[CH:16][CH:17]=[CH:18][CH:19]=1)(=[O:13])=[O:12]. Reported procedure: Using the same procedure as for Intermediate 44 starting from 5-(benzyloxy)-4-bromo-1H-indole, 3.85 g (12.7 mmol) yielded 5.71 g (101%) a dark green crystallizing oil. MS (ESI+) for C21H16BrNO3S m/z 442/444 (M+H)+. Reactants: O (H2O), COC1=C(C(OC)=CC=C1)Cl (2-chlororesorcinol dimethyl ether), FC1=C(C(=O)Cl)C=CC=C1 (o-fluorobenzoyl chloride), [Al+3].[Cl-].[Cl-].[Cl-] (AlCl3). The solvent is ClC(C)Cl (dichloroethane). The product is ClC=1C(=C(C(=O)C2=C(C=CC=C2)F)C=CC1OC)O (3-chloro-2'-fluoro-2-hydroxy-4-methoxybenzophenone). As a reaction SMILES: C[O:2][C:3]1[CH:10]=[CH:9][CH:8]=[C:5]([O:6][CH3:7])[C:4]=1[Cl:11].[F:12][C:13]1[CH:21]=[CH:20][CH:19]=[CH:18][C:14]=1[C:15](Cl)=[O:16].[Al+3].[Cl-].[Cl-].[Cl-].O>ClC(Cl)C>[Cl:11][C:4]1[C:3]([OH:2])=[C:10]([CH:9]=[CH:8][C:5]=1[O:6][CH3:7])[C:15]([C:14]1[CH:18]=[CH:19][CH:20]=[CH:21][C:13]=1[F:12])=[O:16] |f:2.3.4.5|. Reported procedure: 2-chlororesorcinol dimethyl ether (22.0 g) and o-fluorobenzoyl chloride (20.2 g) are dissolved in 250 ml of dichloroethane, chilled in an ice bath and treated with AlCl3 (18.6 g). Fifteen minutes after the addition is complete, the reaction is heated to reflux for 30 minutes. It is poured into H2O and extracted with ethylacetate. Evaporation and trituration with hexane gives 3-chloro-2'-fluoro-2-hydroxy-4-methoxybenzophenone, mp 132°-133° C. Reactants: esters, N1C=C(C2=CC=CC=C12)CC(=O)O ((1H-indol-3-yl)-acetic acid), CN(C1(CCC(CC1)O)C1=CC=CC=C1)C (4-dimethylamino-4-phenyl-cyclohexanol), hydrochlorides, C1(CCCCC1)N=C=NC1CCCCC1 (dicyclohexylcarbodiimide), Cl[Si](C)(C)C (chlorotrimethylsilane). Reagents/catalysts: CN(C1=CC=NC=C1)C (4-dimethylaminopyridine). The solvent is O (water), CC(CC)=O (2-butanone), C1CCOC1 (THF), ClCCl (dichloromethane). Reaction conditions: time 8 hour. The product is Cl.CN(C1(CCC(CC1)OC(CC1=CNC2=CC=CC=C12)=O)C1=CC=CC=C1)C ((1H-Indol-3-yl)-acetic acid 4-dimethylamino-4-phenyl-cyclohexyl ester hydrochloride). Reaction SMILES: [NH:1]1[C:9]2[C:4](=[CH:5][CH:6]=[CH:7][CH:8]=2)[C:3]([CH2:10][C:11]([OH:13])=[O:12])=[CH:2]1.[CH3:14][N:15]([CH3:29])[C:16]1([C:23]2[CH:28]=[CH:27][CH:26]=[CH:25][CH:24]=2)[CH2:21][CH2:20][CH:19](O)[CH2:18][CH2:17]1.C1(N=C=NC2CCCCC2)CCCCC1.[Cl:45][Si](C)(C)C>CN(C)C1C=CN=CC=1.CC(=O)CC.O.C1COCC1.ClCCl>[ClH:45].[CH3:14][N:15]([CH3:29])[C:16]1([C:23]2[CH:24]=[CH:25][CH:26]=[CH:27][CH:28]=2)[CH2:17][CH2:18][CH:19]([O:12][C:11](=[O:13])[CH2:10][C:3]2[C:4]3[C:9](=[CH:8][CH:7]=[CH:6][CH:5]=3)[NH:1][CH:2]=2)[CH2:20][CH2:21]1 |f:9.10|. Reported procedure: 175 mg of (1H-indol-3-yl)-acetic acid and 219 mg of 4-dimethylamino-4-phenyl-cyclohexanol (mixture of diastereoisomers analogously to Example 4) were added, under argon and while cooling with ice, to a mixture of 5 ml of dry dichloromethane and 5 ml of dry THF with 206 mg of dicyclohexylcarbodiimide and 12 mg of 4-dimethylaminopyridine, and stirring was carried out overnight. The resulting solid was filtered and washed with a small amount of diethyl ether. The resulting filtrate was concentrated... Reactants: CO, [K+], COC(=O)c1nc(C(=O)c2ccc(N)c(OC)c2)n2ccccc12, [Na+], C1COCCO1, [OH-], O=S(=O)([O-])O. Yields the product COc1cc(C(=O)c2nc(C(=O)O)c3ccccn23)ccc1N. RXN SMILES: [CH3:39][OH:40].[K+:38].[NH2:3][c:4]1[c:5]([O:25][CH3:26])[cH:6][c:7]([C:8](=[O:9])[c:10]2[n:11][c:12]([C:19](=[O:20])[O:21][CH3:22])[c:13]3[n:14]2[cH:15][cH:16][cH:17][cH:18]3)[cH:23][cH:24]1.[Na+:2].[O:27]1[CH2:28][CH2:29][O:30][CH2:31][CH2:32]1.[OH-:1].[S:33]([O-:34])([OH:35])(=[O:36])=[O:37]>>[NH2:3][c:4]1[c:5]([O:25][CH3:26])[cH:6][c:7]([C:8](=[O:9])[c:10]2[n:11][c:12]([C:19](=[O:20])[OH:21])[c:13]3[n:14]2[cH:15][cH:16][cH:17][cH:18]3)[cH:23][cH:24]1. Reactants: BrC=1C=CC(=C(C#N)C1)I (5-bromo-2-iodobenzonitrile), FC1=NC=CC(=C1)B(O)O (2-fluoropyridin-4-ylboronic acid), C(=O)([O-])[O-].[Na+].[Na+] (Na2CO3), C1(=CC=CC=C1)C (toluene). Reagents/catalysts: C=1C=CC(=CC1)[P](C=2C=CC=CC2)(C=3C=CC=CC3)[Pd]([P](C=4C=CC=CC4)(C=5C=CC=CC5)C=6C=CC=CC6)([P](C=7C=CC=CC7)(C=8C=CC=CC8)C=9C=CC=CC9)[P](C=1C=CC=CC1)(C=1C=CC=CC1)C=1C=CC=CC1 (Pd(PPh3)4). Run in C(C)O (ethanol), O (H2O). Conditions: temperature 120 celsius, time 8 hour. Product: BrC=1C=CC(=C(C#N)C1)C1=CC(=NC=C1)F (5-bromo-2-(2-fluoropyridin-4-yl)benzonitrile). As a reaction SMILES: [Br:1][C:2]1[CH:3]=[CH:4][C:5](I)=[C:6]([CH:9]=1)[C:7]#[N:8].[F:11][C:12]1[CH:17]=[C:16](B(O)O)[CH:15]=[CH:14][N:13]=1.C([O-])([O-])=O.[Na+].[Na+].C1(C)C=CC=CC=1>C1C=CC([P]([Pd]([P](C2C=CC=CC=2)(C2C=CC=CC=2)C2C=CC=CC=2)([P](C2C=CC=CC=2)(C2C=CC=CC=2)C2C=CC=CC=2)[P](C2C=CC=CC=2)(C2C=CC=CC=2)C2C=CC=CC=2)(C2C=CC=CC=2)C2C=CC=CC=2)=CC=1.C(O)C.O>[Br:1][C:2]1[CH:3]=[CH:4][C:5]([C:16]2[CH:15]=[CH:14][N:13]=[C:12]([F:11])[CH:17]=2)=[C:6]([CH:9]=1)[C:7]#[N:8] |f:2.3.4,^1:37,39,58,77|. Procedure details: To a sealed tube were added 5-bromo-2-iodobenzonitrile 206-1 (500 mg, 1.6 mmol), 2-fluoropyridin-4-ylboronic acid 205-4 (229 mg, 1.6 mmol), Pd(PPh3)4 (94 mg, 0.08 mmol), Na2CO3 (516 mg, 4.9 mmol), toluene (2 mL), H2O (2 mL) and ethanol (0.5 mL). The reaction mixture was stirred at 120° C. overnight. After cooling to room temperature, the solvents were evaporated and the residue was redissolved in water (5 ml) and extracted with ethyl acetate (8 mL×3). The combined organic phases were dried over ... Starting materials: ClCC(C)=O (chloroacetone), ClC1=CC=C(NC=2SC3=C(C(N2)=O)C=CC=N3)C=C1 (2-(4-chloroanilino)-4H-pyrido[3,2-e]-1,3-thiazin-4-one), [H-].[Li+] (lithium hydride), ClC1=CC=C(NC=2SC3=C(C(N2)=O)C=CC=N3)C=C1 (2-(4-chloroanilino)-4H-pyrido[3,2-e]-1,3-thiazin-4-one). Procedure details: In an atmosphere of argon, a mixture of 26 mg (3.3 mmol) of lithium hydride and 5 ml of DMF was put in a 100 ml flask. To the flask was then connected a dropping funnel which contained 800 mg (2.8 mmol) of 2-(4-chloroanilino)-4H-pyrido[3,2-e]-1,3-thiazin-4-one and 10 ml of DMF. The solution of 2-(4-chloroanilino)-4H-pyrido[3,2-e]-1,3-thiazin-4-one was then added dropwise to the aforementioned mixture with stirring in 3 minutes. The mixture was further stirred for 30 minutes. To the mixture was t... Run at time 3 minute. Yield: 50.3%. The product is ClC1=CC=C(C=C1)N=C1SC2=C(C(N1CC(C)=O)=O)C=CC=N2 (2-[(4-chlorophenyl)imino]-2,3-dihydro-3-(2-oxopropyl)-4H-pyrido[3,2-e]-1,3-thiazin-4-one). The solvent is CN(C)C=O (DMF), CN(C)C=O (DMF), CN(C)C=O (DMF). RXN SMILES: [H-].[Li+].[Cl:3][C:4]1[CH:21]=[CH:20][C:7]([NH:8][C:9]2[S:10][C:11]3[N:19]=[CH:18][CH:17]=[CH:16][C:12]=3[C:13](=[O:15])[N:14]=2)=[CH:6][CH:5]=1.Cl[CH2:23][C:24](=[O:26])[CH3:25]>CN(C=O)C>[Cl:3][C:4]1[CH:21]=[CH:20][C:7]([N:8]=[C:9]2[N:14]([CH2:23][C:24](=[O:26])[CH3:25])[C:13](=[O:15])[C:12]3[CH:16]=[CH:17][CH:18]=[N:19][C:11]=3[S:10]2)=[CH:6][CH:5]=1 |f:0.1|. Yields the product C=CCC1CCCC(O[Si](c2ccccc2)(c2ccccc2)C(C)(C)C)C1. Reaction SMILES: [C:11]([CH3:12])([CH3:13])([CH3:14])[Si:15]([c:16]1[cH:17][cH:18][cH:19][cH:20][cH:21]1)([c:22]1[cH:23][cH:24][cH:25][cH:26][cH:27]1)[Cl:28].[CH2:1]([CH:2]=[CH2:3])[CH:4]1[CH2:5][CH:6]([OH:10])[CH2:7][CH2:8][CH2:9]1.[CH3:34][N:35]([c:36]1[cH:37][cH:38][cH:39][cH:40][n:41]1)[CH3:42].[CH3:43][N:44]([CH3:45])[CH:46]=[O:47].[nH:29]1[cH:30][cH:31][n:32][cH:33]1>>[CH2:1]([CH:2]=[CH2:3])[CH:4]1[CH2:5][CH:6]([O:10][Si:15]([C:11]([CH3:12])([CH3:13])[CH3:14])([c:16]2[cH:17][cH:18][cH:19][cH:20][cH:21]2)[c:22]2[cH:23][cH:24][cH:25][cH:26][cH:27]2)[CH2:7][CH2:8][CH2:9]1. Reactants: CC(C)(C)[Si](Cl)(c1ccccc1)c1ccccc1, C=CCC1CCCC(O)C1, CN(C)c1ccccn1, CN(C)C=O, c1c[nH]cn1. Conditions: temperature 85 celsius, time 8 hour. Procedure: 3-(1-Bromoprop-1-en-2-yl)-N-methylbenzamide (202 mg, 0.8 mmol) was dissolved in DMF (5 mL) and potassium phosphate (424 mg, 2 mmol) was added followed by copper (I) iodide (19 mg, 0.1 mmol) and L-proline (23 mg, 0.2 mmol). 2,3,4,5-Tetrahydro-2,8-dimethyl-1H-pyrido[4,3-b]indole (200 mg, 1 mmol) was added and the mixture purged with nitrogen for 2 min. The reaction mixture was stirred at 85° C. overnight. Water was added and the solid mass was filtered under vacuum. The crude product was purified ... The reactants are P(=O)([O-])([O-])[O-].[K+].[K+].[K+] (potassium phosphate), CN1CC2=C(NC=3C=CC(=CC23)C)CC1 (2,3,4,5-Tetrahydro-2,8-dimethyl-1H-pyrido[4,3-b]indole), BrC=C(C)C=1C=C(C(=O)NC)C=CC1 (3-(1-Bromoprop-1-en-2-yl)-N-methylbenzamide), N1[C@H](C(=O)O)CCC1 (L-proline). Reagents/catalysts: [Cu]I (copper (I) iodide). Run in CN(C)C=O (DMF). As a reaction SMILES: Br[CH:2]=[C:3]([C:5]1[CH:6]=[C:7]([CH:12]=[CH:13][CH:14]=1)[C:8]([NH:10][CH3:11])=[O:9])[CH3:4].P([O-])([O-])([O-])=O.[K+].[K+].[K+].N1CCC[C@H]1C(O)=O.[CH3:31][N:32]1[CH2:45][CH2:44][C:35]2[NH:36][C:37]3[CH:38]=[CH:39][C:40]([CH3:43])=[CH:41][C:42]=3[C:34]=2[CH2:33]1>CN(C=O)C.[Cu]I>[CH3:31][N:32]1[CH2:45][CH2:44][C:35]2[N:36](/[CH:2]=[C:3](/[C:5]3[CH:6]=[C:7]([CH:12]=[CH:13][CH:14]=3)[C:8]([NH:10][CH3:11])=[O:9])\[CH3:4])[C:37]3[CH:38]=[CH:39][C:40]([CH3:43])=[CH:41][C:42]=3[C:34]=2[CH2:33]1 |f:1.2.3.4|. Yields the product CN1CC2=C(N(C=3C=CC(=CC23)C)\C=C(/C)\C=2C=C(C(=O)NC)C=CC2)CC1 ((E)-3-(1-(2,8-dimethyl-3,4-dihydro-1H-pyrido[4,3-b]indol-5(2H)-yl)prop-1-en-2-yl)-N-methylbenzamide).